This data is from the Open Reaction Database (ORD), a public repository of structured organic reaction records. The task is: describe an organic reaction: reactants, conditions, products, and yield The reactants are IC1=CC=C(OCC=2C=C(OC2C)C(=O)O)C=C1 (4-(4-Iodo-phenoxymethyl)-5-methyl-furan-2-carboxylic acid), FC(OC1=CC=C(C=C1)B(O)O)(F)F ((4-trifluoromethoxy-phenyl)-boronic acid). Product: CC1=C(C=C(O1)C(=O)O)COC1=CC=C(C=C1)C1=CC=C(C=C1)OC(F)(F)F (5-Methyl-4-(4′-trifluoromethoxy-biphenyl-4-yloxymethyl)-furan-2-carboxylic acid). Reaction SMILES: I[C:2]1[CH:18]=[CH:17][C:5]([O:6][CH2:7][C:8]2[CH:9]=[C:10]([C:14]([OH:16])=[O:15])[O:11][C:12]=2[CH3:13])=[CH:4][CH:3]=1.[F:19][C:20]([F:32])([F:31])[O:21][C:22]1[CH:27]=[CH:26][C:25](B(O)O)=[CH:24][CH:23]=1>>[CH3:13][C:12]1[O:11][C:10]([C:14]([OH:16])=[O:15])=[CH:9][C:8]=1[CH2:7][O:6][C:5]1[CH:17]=[CH:18][C:2]([C:25]2[CH:24]=[CH:23][C:22]([O:21][C:20]([F:19])([F:31])[F:32])=[CH:27][CH:26]=2)=[CH:3][CH:4]=1. Procedure: Compound (114) was prepared from compound (26) and (4-trifluoromethoxy-phenyl)-boronic acid by adapting the procedure of Example 27B. LC/MS System C; Rt=11.01 mins, m/z (ES−)=391 (M−H for C20H15F3O5). Reactants: O=C(Cl)CCl, [Na+], [Na+], O=C([O-])[O-], Cc1cccc(C)c1NCC1OCCCO1, O, c1ccccc1. The product is Cc1cccc(C)c1N(CC1OCCCO1)C(=O)CCl. As a reaction SMILES: [Cl:29][CH2:30][C:31](=[O:32])[Cl:33].[Na+:17].[Na+:18].[O-:19][C:20](=[O:21])[O-:22].[O:1]1[CH:2]([CH2:7][NH:8][c:9]2[c:10]([CH3:16])[cH:11][cH:12][cH:13][c:14]2[CH3:15])[O:3][CH2:4][CH2:5][CH2:6]1.[OH2:34].[cH:23]1[cH:24][cH:25][cH:26][cH:27][cH:28]1>>[O:1]1[CH:2]([CH2:7][N:8]([c:9]2[c:10]([CH3:16])[cH:11][cH:12][cH:13][c:14]2[CH3:15])[C:31]([CH2:30][Cl:29])=[O:32])[O:3][CH2:4][CH2:5][CH2:6]1. The reactants are ClC=1SC2=C(N1)C=CC(=C2)Cl (2,6-dichlorobenzothiazole), C1CCC(CC1)C[C@@H](C(=O)O)N (L-cyclohexylalanine), Cl.Cl.FC1=CC=C(C=C1)NCCN (N1-(4-fluoro-phenyl)-ethane-1,2-diamine-2HCl). The product is ClC1=CC2=C(N=C(S2)N[C@H](C(=O)NCCNC2=CC=C(C=C2)F)CC2CCCCC2)C=C1 (2-(S)-(6-Chloro-benzothiazol-2-ylamino)-3-cyclohexyl-N-[2-(4-fluoro-phenylamino)-ethyl]-propionamide). RXN SMILES: Cl[C:2]1[S:3][C:4]2[CH:10]=[C:9]([Cl:11])[CH:8]=[CH:7][C:5]=2[N:6]=1.[CH2:12]1[CH2:17][CH2:16][CH:15]([CH2:18][C@H:19]([NH2:23])[C:20]([OH:22])=O)[CH2:14][CH2:13]1.Cl.Cl.[F:26][C:27]1[CH:32]=[CH:31][C:30]([NH:33][CH2:34][CH2:35][NH2:36])=[CH:29][CH:28]=1>>[Cl:11][C:9]1[CH:8]=[CH:7][C:5]2[N:6]=[C:2]([NH:23][C@@H:19]([CH2:18][CH:15]3[CH2:14][CH2:13][CH2:12][CH2:17][CH2:16]3)[C:20]([NH:36][CH2:35][CH2:34][NH:33][C:30]3[CH:31]=[CH:32][C:27]([F:26])=[CH:28][CH:29]=3)=[O:22])[S:3][C:4]=2[CH:10]=1 |f:2.3.4|. Procedure details: The title compound was prepared from 2,6-dichlorobenzothiazole, L-cyclohexylalanine and N1-(4-fluoro-phenyl)-ethane-1,2-diamine-2HCl using the procedure analogous to that described in example 2. 1H NMR (DMSO-d6, 400 MHz) δ 8.30 (d, 1H, J=8.0 Hz), 8.17 (t, 1H, J=5.6 Hz), 7.72 (d, 1H, J=2.4 Hz), 7.23 (d, 1H, J=8.4 Hz), 7.15 (dd, 1H, J=8.4 Hz, J=2.4 Hz), 6.84(m, 2H), 6.50(m, 2H), 4.40(m, 1H), 3.16(m, 2H), 2.97(m, 2H), 1.55(m, 7H), 1.30(m, 1H), 1.05(m, 3H), 0.83(m, 2H). HPLC-MS calcd. for C24H28ClFN... Reactants: O=C([O-])[O-], CNC1CCN(Cc2ccccc2)CC1, CC#N, O=[N+]([O-])c1cccnc1Cl, [K+], [K+]. The product is CN(c1ncccc1[N+](=O)[O-])C1CCN(Cc2ccccc2)CC1. As a reaction SMILES: [C:26](=[O:27])([O-:28])[O-:29].[CH2:1]([c:2]1[cH:3][cH:4][cH:5][cH:6][cH:7]1)[N:8]1[CH2:9][CH2:10][CH:11]([NH:14][CH3:15])[CH2:12][CH2:13]1.[CH3:32][C:33]#[N:34].[Cl:16][c:17]1[n:18][cH:19][cH:20][cH:21][c:22]1[N+:23](=[O:24])[O-:25].[K+:30].[K+:31]>>[CH2:1]([c:2]1[cH:3][cH:4][cH:5][cH:6][cH:7]1)[N:8]1[CH2:9][CH2:10][CH:11]([N:14]([CH3:15])[c:17]2[n:18][cH:19][cH:20][cH:21][c:22]2[N+:23](=[O:24])[O-:25])[CH2:12][CH2:13]1. The reactants are CCCCCC, Cc1ccc(C)c(N)c1, CCOC(=O)CC(C)=O. The product is CC(=O)CC(=O)Nc1cc(C)ccc1C. RXN SMILES: [CH3:19][CH2:20][CH2:21][CH2:22][CH2:23][CH3:24].[CH3:1][c:2]1[cH:3][cH:4][c:5]([CH3:6])[c:7]([NH2:8])[cH:9]1.[O:10]=[C:11]([CH2:12][C:13](=[O:14])[O:15][CH2:16][CH3:17])[CH3:18]>>[CH3:1][c:2]1[cH:3][cH:4][c:5]([CH3:6])[c:7]([NH:8][C:13]([CH2:12][C:11](=[O:10])[CH3:18])=[O:14])[cH:9]1. Starting materials: CC(C(=O)OCC)C(C1=CC=CC=C1)=O (Ethyl alpha-methylbenzoylacetate), C1(=CC=C(C=C1)S(=O)(=O)O)C (p-toluenesulfonic acid), NC1=CC=C(C(=O)OC)C=C1 (methyl p-aminobenzoate). Run in C(Cl)(Cl)Cl (chloroform), C1(=CC=CC=C1)OC1=CC=CC=C1 (diphenyl ether). The product is CC1C(=NC2=CC=C(C=C2C1=O)C(=O)OC)C1=CC=CC=C1 (methyl 3-methyl-2-phenyl-4-quinolone-6-carboxylate). The yield is 28.1%. As a reaction SMILES: [CH3:1][CH:2]([C:8](=O)[C:9]1[CH:14]=[CH:13][CH:12]=[CH:11][CH:10]=1)[C:3]([O:5]CC)=O.[NH2:16][C:17]1[CH:26]=[CH:25][C:20]([C:21]([O:23][CH3:24])=[O:22])=[CH:19][CH:18]=1.C1(C)C=CC(S(O)(=O)=O)=CC=1>C(Cl)(Cl)Cl.C1(OC2C=CC=CC=2)C=CC=CC=1>[CH3:1][CH:2]1[C:3](=[O:5])[C:18]2[C:17](=[CH:26][CH:25]=[C:20]([C:21]([O:23][CH3:24])=[O:22])[CH:19]=2)[N:16]=[C:8]1[C:9]1[CH:10]=[CH:11][CH:12]=[CH:13][CH:14]=1. Procedure: Ethyl alpha-methylbenzoylacetate (5 grams) and 3.67 grams of methyl p-aminobenzoate are dehydrated (by heating) for three days in 100 ml of chloroform in the presence of 0.7 gram of p-toluenesulfonic acid. p-Toluenesulfonic acid is removed therefrom, the filtrate is concentrated, and purified by silica gel column chromatography to give an oil. The resulting oily product is heated to reflux in 70 ml of diphenyl ether, cooled, and crystals which separate therefrom are collected by filtration and r... Procedure: A solution of the product from Example 167A and the product from Example 7b were reacted according to the procedure from Example 167B substituting the product from Example 7b for the product from Example 15A to provide the crude material which was purified by trituration with methanol to provide the title compound (110 mg, 83%). 1H NMR (300 MHz, DMSO-D6) δ ppm: 2.03 (s, 3H), 2.29 (s, 3H), 2.76 (s, 3H), 6.96 (d, J=8.09 Hz, 1H), 7.14 (d, J=8.09 Hz, 1H), 7.18-7.26 (m, J=8.82 Hz, 3H), 7.54 (d, J=8.4... Reaction SMILES: [C:1]([C:3]1[S:7][C:6]([S:8][CH3:9])=[N:5][C:4]=1[N:10]=[CH:11][N:12](C)C)#[N:2].N[C:16]1[CH:21]=[C:20]([CH3:22])[CH:19]=[CH:18][C:17]=1[S:23][C:24]1[CH:29]=[CH:28][C:27]([NH:30][C:31](=[O:33])[CH3:32])=[CH:26][CH:25]=1.NC1C=C(OCC2C=CC=C(Br)C=2)C=CC=1SC1C=CC(O)=CC=1>>[CH3:22][C:20]1[CH:21]=[CH:16][C:17]([S:23][C:24]2[CH:29]=[CH:28][C:27]([NH:30][C:31](=[O:33])[CH3:32])=[CH:26][CH:25]=2)=[C:18]([NH:2][C:1]2[C:3]3[S:7][C:6]([S:8][CH3:9])=[N:5][C:4]=3[N:10]=[CH:11][N:12]=2)[CH:19]=1. The product is CC1=CC(=C(C=C1)SC1=CC=C(C=C1)NC(C)=O)NC=1C2=C(N=CN1)N=C(S2)SC (N-{4-[4-Methyl-2-(2-methylsulfanyl-thiazolo[4,5-d]pyrimidin-7-ylamino)-phenylsulfanyl]-phenyl}-acetamide). Isolated yield 83.0%. Reactants: NC1=C(C=CC(=C1)OCC1=CC(=CC=C1)Br)SC1=CC=C(C=C1)O (4-[2-Amino-4-(3-bromo-benzyloxy)-phenylsulfanyl]-phenol), C(#N)C1=C(N=C(S1)SC)N=CN(C)C (N′-(5-Cyano-2-methylsulfanyl-thiazol-4-yl)-N,N-dimethyl-formamidine), NC1=C(C=CC(=C1)C)SC1=CC=C(C=C1)NC(C)=O (N-[4-(2-Amino-4-methyl-phenylsulfanyl)-phenyl]-acetamide), NC1=C(C=CC(=C1)C)SC1=CC=C(C=C1)NC(C)=O (N-[4-(2-Amino-4-methyl-phenylsulfanyl)-phenyl]-acetamide).